From a dataset of the Open Reaction Database (ORD), a public repository of structured organic reaction records. describe an organic reaction: reactants, conditions, products, and yield The reactants are OC1=C(C(=O)OC)C=CC(=C1CC=C)Br (methyl 2-hydroxy-3-allyl-4-bromobenzoate), C(C)(=O)OC(C)=O (acetic anhydride), S(O)(O)(=O)=O (sulphuric acid). The product is C(C)(=O)OC1=C(C(=O)OC)C=CC(=C1CC=C)Br (Methyl 2-acetoxy-3-allyl-4-bromobenzoate). RXN SMILES: [OH:1][C:2]1[C:11]([CH2:12][CH:13]=[CH2:14])=[C:10]([Br:15])[CH:9]=[CH:8][C:3]=1[C:4]([O:6][CH3:7])=[O:5].[C:16](OC(=O)C)(=[O:18])[CH3:17].S(=O)(=O)(O)O>>[C:16]([O:1][C:2]1[C:11]([CH2:12][CH:13]=[CH2:14])=[C:10]([Br:15])[CH:9]=[CH:8][C:3]=1[C:4]([O:6][CH3:7])=[O:5])(=[O:18])[CH3:17]. Procedure: 254 g of methyl 2-hydroxy-3-allyl-4-bromobenzoate and 191 g of acetic anhydride were introduced into a 1-liter round-bottomed flask and 2 ml of sulphuric acid were then added. The reactants are NC1=CC(=NN1C1=C(C=C(C(=C1)SCC(F)(F)F)C)F)OC(C(OC(F)(F)F)F)(F)F (5-amino-1-{2-fluoro-4-methyl-5-(2,2,2-trifluoroethylthio)phenyl}-3-{1,1,2-trifluoro-2-(trifluoromethoxy)ethoxy}pyrazole), ClN1C(CCC1=O)=O (N-chlorosuccinimide). Run in C(C)#N (acetonitrile). Conditions: time 10 minute. The product is NC1=C(C(=NN1C1=C(C=C(C(=C1)SCC(F)(F)F)C)F)OC(C(OC(F)(F)F)F)(F)F)Cl (5-amino-4-chloro-1-{2-fluoro-4-methyl-5-(2,2,2-trifluoroethylthio)phenyl}-3-{1,1,2-trifluoro-2-(trifluoromethoxy)ethoxy}pyrazole). RXN SMILES: [NH2:1][C:2]1[N:6]([C:7]2[CH:12]=[C:11]([S:13][CH2:14][C:15]([F:18])([F:17])[F:16])[C:10]([CH3:19])=[CH:9][C:8]=2[F:20])[N:5]=[C:4]([O:21][C:22]([F:31])([F:30])[CH:23]([F:29])[O:24][C:25]([F:28])([F:27])[F:26])[CH:3]=1.[Cl:32]N1C(=O)CCC1=O>C(#N)C>[NH2:1][C:2]1[N:6]([C:7]2[CH:12]=[C:11]([S:13][CH2:14][C:15]([F:18])([F:17])[F:16])[C:10]([CH3:19])=[CH:9][C:8]=2[F:20])[N:5]=[C:4]([O:21][C:22]([F:30])([F:31])[CH:23]([F:29])[O:24][C:25]([F:26])([F:27])[F:28])[C:3]=1[Cl:32]. Procedure: 0.9 g of 5-amino-1-{2-fluoro-4-methyl-5-(2,2,2-trifluoroethylthio)phenyl}-3-{1,1,2-trifluoro-2-(trifluoromethoxy)ethoxy}pyrazole was dissolved in 30 mL of acetonitrile, and 0.27 g of N-chlorosuccinimide was added under cooling with ice. After stirring for 10 minutes under cooling with ice, the solvent was distilled off under reduced pressure, extraction with ethyl acetate was carried out, and the organic layer was dried over anhydrous magnesium sulfate. The solvent was distilled off under reduce... The reactants are C(C1=CC=CC=C1)C1NC2C=CC1CC2C(=O)OCC (ethyl 3-benzyl-2-azabicyclo[2.2.2]oct-5-ene-7-carboxylate), C(C)(=O)Cl (acetyl chloride), ethyl 2,3-dibenzyl-2-azabicyclo[2.2.2]oct-5-ene-7, hydrochloride salt, [H][H] (hydrogen). Reagents/catalysts: [Pd] (palladium-on-charcoal). The solvent is N1=CC=CC=C1 (pyridine). The product is C(C)(=O)N1C2C=CC(C1CC1=CC=CC=C1)CC2C(=O)OCC (ethyl 2-acetyl-3-benzyl-2-azabicyclo[2.2.2]oct-5-ene-7-carboxylate). As a reaction SMILES: [H][H].[CH2:3]([CH:10]1[CH:15]2[CH2:16][CH:17]([C:18]([O:20][CH2:21][CH3:22])=[O:19])[CH:12]([CH:13]=[CH:14]2)[NH:11]1)[C:4]1[CH:9]=[CH:8][CH:7]=[CH:6][CH:5]=1.[C:23](Cl)(=[O:25])[CH3:24]>[Pd].N1C=CC=CC=1>[C:23]([N:11]1[CH:10]([CH2:3][C:4]2[CH:5]=[CH:6][CH:7]=[CH:8][CH:9]=2)[CH:15]2[CH2:16][CH:17]([C:18]([O:20][CH2:21][CH3:22])=[O:19])[CH:12]1[CH:13]=[CH:14]2)(=[O:25])[CH3:24]. Reported procedure: Reduction of the ethyl 2,3-dibenzyl-2-azabicyclo[2.2.2]oct-5-ene-7-carboxylic described in Example 1AE in the form of the hydrochloride salt with one molar equivalent of hydrogen over a palladium-on-charcoal catalyst at ambient temperature and reaction of the resulting ethyl 3-benzyl-2-azabicyclo[2.2.2]oct-5-ene-7-carboxylate with acetyl chloride in the presence of pyridine affords ethyl 2-acetyl-3-benzyl-2-azabicyclo[2.2.2]oct-5-ene-7-carboxylate. Starting materials: NC=1C=C(C=CC1)C(=CCCCC(=O)OC)C=1C=NC=CC1 (methyl 6-(3-aminophenyl)-6-(3-pyridyl)-hex-5-enoate), ClC1=CC=C(C=C1)N=C=O (4-chlorophenylisocyanate). Solvent: O1CCCC1 (tetrahydrofuran). Reaction conditions: time 1 hour. Product: ClC1=CC=C(C=C1)NC(NC=1C=C(C=CC1)C(=CCCCC(=O)O)C=1C=NC=CC1)=O (6-[3-(3-(4-Chlorophenyl)-ureido)-phenyl]-6-(3-pyridyl)-hex-5-enoic acid). As a reaction SMILES: [NH2:1][C:2]1[CH:3]=[C:4]([C:8]([C:17]2[CH:18]=[N:19][CH:20]=[CH:21][CH:22]=2)=[CH:9][CH2:10][CH2:11][CH2:12][C:13]([O:15]C)=[O:14])[CH:5]=[CH:6][CH:7]=1.[Cl:23][C:24]1[CH:29]=[CH:28][C:27]([N:30]=[C:31]=[O:32])=[CH:26][CH:25]=1>O1CCCC1>[Cl:23][C:24]1[CH:29]=[CH:28][C:27]([NH:30][C:31](=[O:32])[NH:1][C:2]2[CH:3]=[C:4]([C:8]([C:17]3[CH:18]=[N:19][CH:20]=[CH:21][CH:22]=3)=[CH:9][CH2:10][CH2:11][CH2:12][C:13]([OH:15])=[O:14])[CH:5]=[CH:6][CH:7]=2)=[CH:26][CH:25]=1. Procedure: 2.4 g of methyl 6-(3-aminophenyl)-6-(3-pyridyl)-hex-5-enoate and 1.5 g of 4-chlorophenylisocyanate are stirred in 50 ml of tetrahydrofuran at ambient temperature for one hour. The reaction mixture is evaporated down, the residue is mixed with water and extracted with ethyl acetate/ethanol (9:I). The organic phase is evaporated down and the residue is saponified in 60 ml of ethanol and 6 ml of 4N sodium hydroxide solution at 50° C. for one hour. The reaction mixture is evaporated down, the residu... Starting materials: OC=1C2=C(N=CN1)C(=CC=N2)C(=O)N (4-hydroxypyrido[3,2-d]pyrimidine-8-carboxamide), Cl.N[C@H](CN(S(=O)(=O)C1=CC=C(C=C1)[N+](=O)[O-])CC)C1=C(C=C(C(=C1)F)OC)F (N—[(S)-2-Amino-2-(2,5-difluoro-4-methoxy-phenyl)-ethyl]-N-ethyl-4-nitro-benzenesulfonamide hydrochloride). Yields the product FC1=C(C=C(C(=C1)OC)F)[C@@H](CNCC)NC=1C2=C(N=CN1)C(=CC=N2)C(=O)N (4-[(S)-1-(2,5-Difluoro-4-methoxy-phenyl)-2-ethylamino-ethylamino]-pyrido[3,2-d]pyrimidine-8-carboxylic acid amide). Reaction SMILES: O[C:2]1[C:3]2[N:11]=[CH:10][CH:9]=[C:8]([C:12]([NH2:14])=[O:13])[C:4]=2[N:5]=[CH:6][N:7]=1.Cl.[NH2:16][C@@H:17]([C:34]1[CH:39]=[C:38]([F:40])[C:37]([O:41][CH3:42])=[CH:36][C:35]=1[F:43])[CH2:18][N:19]([CH2:32][CH3:33])S(C1C=CC([N+]([O-])=O)=CC=1)(=O)=O>>[F:43][C:35]1[CH:36]=[C:37]([O:41][CH3:42])[C:38]([F:40])=[CH:39][C:34]=1[C@H:17]([NH:16][C:2]1[C:3]2[N:11]=[CH:10][CH:9]=[C:8]([C:12]([NH2:14])=[O:13])[C:4]=2[N:5]=[CH:6][N:7]=1)[CH2:18][NH:19][CH2:32][CH3:33] |f:1.2|. Reported procedure: Compound 31 was prepared following general synthesis scheme 8 wherein 4-hydroxypyrido[3,2-d]pyrimidine-8-carboxamide (G) was reacted with N—[(S)-2-Amino-2-(2,5-difluoro-4-methoxy-phenyl)-ethyl]-N-ethyl-4-nitro-benzenesulfonamide hydrochloride to give the title compound as a pale yellow solid. LC/MS [403 (M+H)]; 1H NMR (400 MHz, DMSO-d6) δ 9.94 (s, 1H), 9.03 (d, J=26.0 Hz, 1H), 8.98 (s, 1H), 8.56 (s, 1H), 8.37 (d, J=4.5 Hz, 1H), 8.16 (s, 1H), 7.40 (dd, J=12.1, 7.0 Hz, 1H), 7.09 (dd, J=11.5, 7.3 H... Reactants: N1CCCC1 (pyrrolidine), BrC(C(=O)OCC)CC (ethyl 2-bromobutyrate). Yields the product N1(CCCC1)C(CO)CC (2-(1-Pyrrolidinyl)butanol). The yield is 64.0%. RXN SMILES: [NH:1]1[CH2:5][CH2:4][CH2:3][CH2:2]1.Br[CH:7]([CH2:13][CH3:14])[C:8](OCC)=[O:9]>>[N:1]1([CH:7]([CH2:13][CH3:14])[CH2:8][OH:9])[CH2:5][CH2:4][CH2:3][CH2:2]1. Reported procedure: The title compound was prepared in 64% yield for 2 steps from pyrrolidine and ethyl 2-bromobutyrate by essentially following the procedure detailed in Example 121, Part A. The reactants are O=[N+]([O-])c1cc(Br)ccc1F, CCCCN, CS(C)=O, Cl. Product: CCCCNc1ccc(Br)cc1[N+](=O)[O-]. As a reaction SMILES: [Br:6][c:7]1[cH:8][c:9]([N+:14](=[O:15])[O-:16])[c:10]([F:13])[cH:11][cH:12]1.[CH2:1]([CH2:2][CH2:3][CH3:4])[NH2:5].[CH3:18][S:19]([CH3:20])=[O:21].[ClH:17]>>[CH2:1]([CH2:2][CH2:3][CH3:4])[NH:5][c:10]1[c:9]([N+:14](=[O:15])[O-:16])[cH:8][c:7]([Br:6])[cH:12][cH:11]1. The reactants are C(C)N1CC(C(C1=O)=O)C(=O)OCC (ethyl 1-ethyl-4,5-dioxopyrrolidine-3-carboxylate), CCN(C(C)C)C(C)C (DIPEA), TMS-CH2N2. The solvent is C(C)#N (ACN), CO (MeOH). Run at time 3.5 hour. The product is C(C)N1CC(=C(C1=O)OC)C(=O)OCC (ethyl 1-ethyl-4-methoxy-5-oxo-2,5-dihydro-1H-pyrrole-3-carboxylate). The yield is 95.2%. RXN SMILES: [CH2:1]([N:3]1[C:7](=[O:8])[C:6](=[O:9])[CH:5]([C:10]([O:12][CH2:13][CH3:14])=[O:11])[CH2:4]1)[CH3:2].[CH3:15]CN(C(C)C)C(C)C>C(#N)C.CO>[CH2:1]([N:3]1[C:7](=[O:8])[C:6]([O:9][CH3:15])=[C:5]([C:10]([O:12][CH2:13][CH3:14])=[O:11])[CH2:4]1)[CH3:2]. Procedure details: To a solution of ethyl 1-ethyl-4,5-dioxopyrrolidine-3-carboxylate (200 mg, 1.0 mmol) and DIPEA (0.18 mL, 1.0 mmol) in ACN (1.8 mL) and MeOH (0.2 mL) was added TMS-CH2N2 (2.0 M in Et2O; 0.5 mL, 1.0 mmol). The reaction mixture was stirred at rt for 3.5 h, then evaporated in vacuo. The product was purified by silica gel chromatography (40 g silica gel; linear gradient of 0-50% MeOH:EtOAc (10:1) in hexanes over 15 min) to obtain Intermediate 9A (203 mg, 95% yield). HPLC/MS (Method D) RT=0.73 min, [M...